From a dataset of the Open Reaction Database (ORD), a public repository of structured organic reaction records. describe an organic reaction: reactants, conditions, products, and yield The reactants are CO, Nc1ccc(Br)c(C(=O)O)c1, O=S(=O)(O)O. The product is COC(=O)c1cc(N)ccc1Br. Reaction SMILES: [CH3:17][OH:18].[NH2:1][c:2]1[cH:3][cH:4][c:5]([Br:11])[c:6]([C:7](=[O:8])[OH:9])[cH:10]1.[S:12](=[O:13])(=[O:14])([OH:15])[OH:16]>>[NH2:1][c:2]1[cH:3][cH:4][c:5]([Br:11])[c:6]([C:7]([O:8][CH3:17])=[O:9])[cH:10]1. Starting materials: C(C)OC(=O)C1(CCCCC1)CN (1-aminomethyl-cyclohexanecarboxylic acid ethyl ester), CS(=O)C=1OC2=C(N1)C=CC(=C2)OC2=CC(=NC=C2)C(=O)NC (4-(2-(methylsulfinyl)benzo[d]oxazol-6-yloxy)-N-methylpyridine-2-carboxamide). Conditions: time 2 hour. Product: C(C)OC(=O)C1(CCCCC1)CNC=1OC2=C(N1)C=CC(=C2)OC2=CC(=NC=C2)C(NC)=O (1-{[6-(2-Methylcarbamoyl-pyridin-4-yloxy)-benzooxazol-2-ylamino]methyl}-cyclohexanecarboxylic acid ethyl ester). The solvent is C1CCOC1 (THF). Reaction SMILES: [CH2:1]([O:3][C:4]([C:6]1([CH2:12][NH2:13])[CH2:11][CH2:10][CH2:9][CH2:8][CH2:7]1)=[O:5])[CH3:2].CS([C:17]1[O:18][C:19]2[CH:25]=[C:24]([O:26][C:27]3[CH:32]=[CH:31][N:30]=[C:29]([C:33]([NH:35][CH3:36])=[O:34])[CH:28]=3)[CH:23]=[CH:22][C:20]=2[N:21]=1)=O>C1COCC1>[CH2:1]([O:3][C:4]([C:6]1([CH2:12][NH:13][C:17]2[O:18][C:19]3[CH:25]=[C:24]([O:26][C:27]4[CH:32]=[CH:31][N:30]=[C:29]([C:33](=[O:34])[NH:35][CH3:36])[CH:28]=4)[CH:23]=[CH:22][C:20]=3[N:21]=2)[CH2:11][CH2:10][CH2:9][CH2:8][CH2:7]1)=[O:5])[CH3:2]. Procedure: To a solution of 1-aminomethyl-cyclohexanecarboxylic acid ethyl ester in THF was added 4-(2-methanesulfinyl-benzooxazol-6-yloxy)-pyridine-2-carboxylic acid methylamide from Step 3 of Example 2. After reacting at room temperature for 2 hours the solvent was removed and the crude product was diluted with ethyl acetate and some dichloromethane, then washed three times with brine, dried with anhydrous sodium sulfate, filtered and concentrated. The final product was purified by reverse phase preparat... Starting materials: C1OC=2C=C(C=CC2OC1)NC1=NC=C(C(=N1)NC1=CC2=C(C=C1)OCCO2)C2=CC=CC=C2 (N2,N4-bis(3,4-ethylenedioxyphenyl)-5-phenyl-2,4-pyrimidinediamine), C1OC=2C=C(C=CC2OC1)NC1=NC=C(C(=N1)NC1=CC2=C(C=C1)OCCO2)Br (N2,N4-bis(3,4-ethylenedioxyphenyl)-5-bromo-2,4-pyrimidinediamine), OC1=CC=C(C=C1)B(O)O (4-hydroxyphenylboronic acid). Product: C1OC=2C=C(C=CC2OC1)NC1=NC=C(C(=N1)NC1=CC2=C(C=C1)OCCO2)C2=CC=C(C=C2)O (N2,N4-bis(3,4-ethylenedioxyphenyl)-5-(4-hydroxyphenyl)-2,4-pyrimidinediamine). As a reaction SMILES: [CH2:1]1[CH2:10][O:9][C:8]2[CH:7]=[CH:6][C:5]([NH:11][C:12]3[N:17]=[C:16]([NH:18][C:19]4[CH:24]=[CH:23][C:22]5[O:25][CH2:26][CH2:27][O:28][C:21]=5[CH:20]=4)[C:15]([C:29]4[CH:34]=[CH:33][CH:32]=[CH:31][CH:30]=4)=[CH:14][N:13]=3)=[CH:4][C:3]=2[O:2]1.C1COC2C=CC(NC3N=C(NC4C=CC5OCCOC=5C=4)C(Br)=CN=3)=CC=2[O:36]1.OC1C=CC(B(O)O)=CC=1>>[CH2:1]1[CH2:10][O:9][C:8]2[CH:7]=[CH:6][C:5]([NH:11][C:12]3[N:17]=[C:16]([NH:18][C:19]4[CH:24]=[CH:23][C:22]5[O:25][CH2:26][CH2:27][O:28][C:21]=5[CH:20]=4)[C:15]([C:29]4[CH:34]=[CH:33][C:32]([OH:36])=[CH:31][CH:30]=4)=[CH:14][N:13]=3)=[CH:4][C:3]=2[O:2]1. Reported procedure: In a manner similar to the preparation of N2,N4-bis(3,4-ethylenedioxyphenyl)-5-phenyl-2,4-pyrimidinediamine, N2,N4-bis(3,4-ethylenedioxyphenyl)-5-bromo-2,4-pyrimidinediamine and 4-hydroxyphenylboronic acid were reacted to yield N2,N4-bis(3,4-ethylenedioxyphenyl)-5-(4-hydroxyphenyl)-2,4-pyrimidinediamine. 1H NMR (DMSO-d6): δ 9.53 (s, 1H), 8.92 (s, 1H), 7.78 (s, 1H), 7.74 (bs, 1H), 7.24 (bs, 1H), 7.22 (d, 2H, J=8.7 Hz), 7.12–7.09 (m, 2H), 6.97 (dt, 1H, J=2.4 and 8.7 Hz), 6.83 (d, 2H, J=8.4 Hz), 6.... Reactants: BrBr (Bromine), [OH-].[Na+] (sodium hydroxide), O=C(CCCCN1C(=C(C2=CC=CC=C12)C)C=1C=NC=CC1)C (1-(5-oxohexyl)-3-methyl-2-(3-pyridyl)indole). Solvent: O (water). Reaction conditions: time 2 hour. Product: C(=O)(O)CCCCN1C(=C(C2=CC=CC=C12)C)C=1C=NC=CC1 (1-(4-carboxybutyl)-3-methyl-2-(3-pyridyl)indole). RXN SMILES: BrBr.[OH-:3].[Na+].[O:5]=[C:6](C)[CH2:7][CH2:8][CH2:9][CH2:10][N:11]1[C:19]2[C:14](=[CH:15][CH:16]=[CH:17][CH:18]=2)[C:13]([CH3:20])=[C:12]1[C:21]1[CH:22]=[N:23][CH:24]=[CH:25][CH:26]=1>O>[C:6]([CH2:7][CH2:8][CH2:9][CH2:10][N:11]1[C:19]2[C:14](=[CH:15][CH:16]=[CH:17][CH:18]=2)[C:13]([CH3:20])=[C:12]1[C:21]1[CH:22]=[N:23][CH:24]=[CH:25][CH:26]=1)([OH:5])=[O:3] |f:1.2|. Procedure: Bromine (0.344 ml) is added to a solution of 692 mg of sodium hydroxide in 4 ml of water with ice bath cooling. The resulting solution is added to 400 mg of 1-(5-oxohexyl)-3-methyl-2-(3-pyridyl)indole and this mixture is stirred for 2 hours at room temperature. The mixture is washed with ether. The aqueous solution is filtered and acidified to pH 5-6 with 2 N HCl. A crude white solid is collected which melts in the range 108°-120°. TLC (silica gel; methylene chloride/methanol 9:1) separation giv... The reactants are ice, ClC1=CC=C(CNS(=O)(=O)NC(=O)OC(C)(C)C)C=C1 (N-(4-Chlorobenzyl)-N′-(tert-butoxycarbonyl)-sulfamide), OCCN1CCCC1 (1-(2-hydroxyethyl)pyrrolidine), C1(=CC=CC=C1)P(C1=CC=CC=C1)C1=CC=CC=C1 (triphenylphosphine), CCOC(=O)/N=N/C(=O)OCC (diethylazodicarboxylate). Run in C1CCOC1 (THF). Conditions: time 2 hour. Yields the product ClC1=CC=C(CNS(=O)(=O)NCCN2CCCC2)C=C1 (N-(4-Chlorobenzyl)-N′-(2-pyrrolidin-1-yl-ethyl)-sulfamide). The yield is 29.9%. Reaction SMILES: [Cl:1][C:2]1[CH:20]=[CH:19][C:5]([CH2:6][NH:7][S:8]([NH:11][C:12](OC(C)(C)C)=O)(=[O:10])=[O:9])=[CH:4][CH:3]=1.OC[CH2:23][N:24]1[CH2:28][CH2:27][CH2:26][CH2:25]1.C1(P(C2C=CC=CC=2)C2C=CC=CC=2)C=CC=CC=1.CCOC(/N=N/C(OCC)=O)=O>C1COCC1>[Cl:1][C:2]1[CH:3]=[CH:4][C:5]([CH2:6][NH:7][S:8]([NH:11][CH2:12][CH2:23][N:24]2[CH2:28][CH2:27][CH2:26][CH2:25]2)(=[O:9])=[O:10])=[CH:19][CH:20]=1. Reported procedure: To an ice-cooled solution of of the product from Example 109 step b (321 mg, 1.00 mmol), 1-(2-hydroxyethyl)pyrrolidine (0.152 ml, 1.30 mmol) and triphenylphosphine (393 mg, 1.50 mmol) in THF (2 ml) was added in a single portion diethylazodicarboxylate (0.257 ml, 1.50 mmol). The coolant was removed and the reaction mixture was stirred at ambient temperature for 2 h. The reaction mixture was diluted with ethyl acetate (25 ml) and washed sequentially with water (20 ml), twice with aqueous hydrochlo... Starting materials: CC(=O)OO, CC(=O)O, Cc1cc(O)c(SCc2ccc(Cl)c(Cl)c2)c(=O)o1, O. Product: Cc1cc(O)c(S(=O)Cc2ccc(Cl)c(Cl)c2)c(=O)o1. Reaction SMILES: [C:20]([O:21][OH:23])(=[O:22])[CH3:24].[CH3:25][C:26](=[O:27])[OH:28].[Cl:1][c:2]1[cH:3][c:4]([CH2:5][S:6][c:7]2[c:8](=[O:15])[o:9][c:10]([CH3:14])[cH:11][c:12]2[OH:13])[cH:16][cH:17][c:18]1[Cl:19].[OH2:29]>>[Cl:1][c:2]1[cH:3][c:4]([CH2:5][S:6]([c:7]2[c:8](=[O:15])[o:9][c:10]([CH3:14])[cH:11][c:12]2[OH:13])=[O:22])[cH:16][cH:17][c:18]1[Cl:19]. The reactants are CCOCC, CN(C)C=O, CNC(=O)CCCCCl, OC(c1ccc(F)cc1)(c1ccc(F)cc1)C1CCNCC1, [I-], [K+], [Na+], [Na+], O=C([O-])[O-], O. Yields the product CNC(=O)CCCCN1CCC(C(O)(c2ccc(F)cc2)c2ccc(F)cc2)CC1. RXN SMILES: [CH2:45]([O:46][CH2:47][CH3:48])[CH3:49].[CH3:40][N:41]([CH3:42])[CH:43]=[O:44].[Cl:23][CH2:24][CH2:25][CH2:26][CH2:27][C:28](=[O:29])[NH:30][CH3:31].[F:1][c:2]1[cH:3][cH:4][c:5]([C:8]([OH:9])([CH:10]2[CH2:11][CH2:12][NH:13][CH2:14][CH2:15]2)[c:16]2[cH:17][cH:18][c:19]([F:22])[cH:20][cH:21]2)[cH:6][cH:7]1.[I-:39].[K+:38].[Na+:32].[Na+:33].[O-:34][C:35](=[O:36])[O-:37].[OH2:50]>>[F:1][c:2]1[cH:3][cH:4][c:5]([C:8]([OH:9])([CH:10]2[CH2:11][CH2:12][N:13]([CH2:24][CH2:25][CH2:26][CH2:27][C:28](=[O:29])[NH:30][CH3:31])[CH2:14][CH2:15]2)[c:16]2[cH:17][cH:18][c:19]([F:22])[cH:20][cH:21]2)[cH:6][cH:7]1.